The task is: describe an organic reaction: reactants, conditions, products, and yield. This data is from the Open Reaction Database (ORD), a public repository of structured organic reaction records. The reactants are C(C1=CC=CC=C1)C1=NOC(C1)(CCC(=O)O)CO (3-benzyl-5-hydroxymethyl-5-carboxyethyl isoxazoline), CO (methanol), [BH4-].[Na+] (NaBH4), [Cl-].[NH4+] (ammonium chloride). Reaction conditions: temperature -10 celsius, time 1 hour. The product is C(C1=CC=CC=C1)C1=NOC(C1)(CO)CO (3-benzyl-5,5-bis(hydroxymethyl)isoxazoline). As a reaction SMILES: [CH2:1]([C:8]1[CH2:12][C:11]([CH2:18][OH:19])([CH2:13]CC(O)=O)[O:10][N:9]=1)[C:2]1[CH:7]=[CH:6][CH:5]=[CH:4][CH:3]=1.[BH4-].[Na+].[Cl-].[NH4+].C[OH:25]>>[CH2:1]([C:8]1[CH2:12][C:11]([CH2:13][OH:25])([CH2:18][OH:19])[O:10][N:9]=1)[C:2]1[CH:3]=[CH:4][CH:5]=[CH:6][CH:7]=1 |f:1.2,3.4|. Reported procedure: In a 1 l flask, equipped with thermometer and mechanical stirrer, in a nitrogen atmosphere are added: 71.55 g (0.272 mol) of raw 3-benzyl-5-hydroxymethyl-5-carboxyethyl isoxazoline deriving from Example 3 and 553 ml of methanol. The solution is cooled to −10° C. and in the time period of 1 h are added: 10.29 g (0.272 mol) of NaBH4 granules (10–40 mesh). Once the addition is completed the temperature is increased up to room temperature and the solution is allowed to stir for 1 h 30′. Then are add... Reactants: O=C([O-])[O-], COC(=O)C=CCl, CC(C)c1ccc2nc[nH]c(=O)c2c1, CC(C)=O, [K+], [K+]. The product is COC(=O)C=Cn1cnc2ccc(C(C)C)cc2c1=O. As a reaction SMILES: [C:22](=[O:23])([O-:24])[O-:25].[CH3:15][O:16][C:17]([CH:18]=[CH:19][Cl:20])=[O:21].[CH3:1][CH:2]([CH3:3])[c:4]1[cH:5][c:6]2[c:7](=[O:14])[nH:8][cH:9][n:10][c:11]2[cH:12][cH:13]1.[CH3:28][C:29](=[O:30])[CH3:31].[K+:26].[K+:27]>>[CH3:1][CH:2]([CH3:3])[c:4]1[cH:5][c:6]2[c:7](=[O:14])[n:8]([CH:19]=[CH:18][C:17]([O:16][CH3:15])=[O:21])[cH:9][n:10][c:11]2[cH:12][cH:13]1.